Dataset: the Open Reaction Database (ORD), a public repository of structured organic reaction records. Task: describe an organic reaction: reactants, conditions, products, and yield Starting materials: CC(=O)OC=O, Nc1ccc(S(=O)(=O)C[N+](=O)[O-])cc1. Product: O=CNc1ccc(S(=O)(=O)C[N+](=O)[O-])cc1. Reaction SMILES: [CH:15](=[O:16])[O:17][C:18](=[O:19])[CH3:20].[NH2:1][c:2]1[cH:3][cH:4][c:5]([S:8](=[O:9])(=[O:10])[CH2:11][N+:12](=[O:13])[O-:14])[cH:6][cH:7]1>>[NH:1]([c:2]1[cH:3][cH:4][c:5]([S:8](=[O:9])(=[O:10])[CH2:11][N+:12](=[O:13])[O-:14])[cH:6][cH:7]1)[CH:15]=[O:16]. The reactants are N1C(=CC2=CC=CC=C12)C(=O)O (indole-2-carboxylic acid), ON1N=NC2=C1C=CC=C2 (N-hydroxybenzotriazole), C1(CCCCC1)N=C=NC1CCCCC1 (N,N'-dicyclohexylcarbodiimide), C1(=CC=CC=C1)C1=NC(C(N(C2=C1C=CC=C2)CCOC2OCCCC2)=O)N ((3RS)-1,3-dihydro-5-phenyl-3-amino-1-{2-((RS)-2-tetrahydropyranyloxy) ethyl }-2H-1,4-benzodiazepine-2-one), C1(=CC=CC=C1)C1=NC(C(N(C2=C1C=CC=C2)CCOC2OCCCC2)=O)N ((3RS)-1,3-dihydro-5-phenyl-3-amino-1-{2-((SR)-2-tetrahydropyranyloxy) ethyl }-2H-1,4-benzodiazepine-2-one). Solvent: C(Cl)(Cl)Cl (chloroform). Product: N1C(=CC2=CC=CC=C12)C(=O)NC1C(N(C2=C(C(=N1)C1=CC=CC=C1)C=CC=C2)CCOC2OCCCC2)=O ((3RS)-1,3-dihydro-3-(2-indolylcarbonylamino)-5-phenyl-1-{2-((RS)-2-tetrahydropyranyloxy)ethyl}-2H-1,4-benzodiazepine-2-one). Yield: 76.0%. Reaction SMILES: [NH:1]1[C:9]2[C:4](=[CH:5][CH:6]=[CH:7][CH:8]=2)[CH:3]=[C:2]1[C:10]([OH:12])=O.ON1C2C=CC=CC=2N=N1.C1(N=C=NC2CCCCC2)CCCCC1.[C:38]1([C:44]2[C:50]3[CH:51]=[CH:52][CH:53]=[CH:54][C:49]=3[N:48]([CH2:55][CH2:56][O:57][CH:58]3[CH2:63][CH2:62][CH2:61][CH2:60][O:59]3)[C:47](=[O:64])[CH:46]([NH2:65])[N:45]=2)[CH:43]=[CH:42][CH:41]=[CH:40][CH:39]=1>C(Cl)(Cl)Cl>[NH:1]1[C:9]2[C:4](=[CH:5][CH:6]=[CH:7][CH:8]=2)[CH:3]=[C:2]1[C:10]([NH:65][CH:46]1[N:45]=[C:44]([C:38]2[CH:39]=[CH:40][CH:41]=[CH:42][CH:43]=2)[C:50]2[CH:51]=[CH:52][CH:53]=[CH:54][C:49]=2[N:48]([CH2:55][CH2:56][O:57][CH:58]2[CH2:63][CH2:62][CH2:61][CH2:60][O:59]2)[C:47]1=[O:64])=[O:12]. Reported procedure: To a mixture of indole-2-carboxylic acid (0.19 g), N-hydroxybenzotriazole (0.16 g) and N,N'-dicyclohexylcarbodiimide (0.24 g) in chloroform (10 ml) was added a mixture (0.43 g) of (3RS)-1,3-dihydro-5-phenyl-3-amino-1-{2-((RS)-2-tetrahydropyranyloxy) ethyl }-2H-1,4-benzodiazepine-2-one and (3RS)-1,3-dihydro-5-phenyl-3-amino-1-{2-((SR)-2-tetrahydropyranyloxy) ethyl }-2H-1,4-benzodiazepine-2-one at ambient temperature under stirring. The mixture was stirred for 2 hours under the same conditions. Th...